This data is from the Open Reaction Database (ORD), a public repository of structured organic reaction records. The task is: describe an organic reaction: reactants, conditions, products, and yield The reactants are OO (hydrogen peroxide), NC=1C=NC=CC1OC (3-Amino-4-methoxypyridine), Cl (HCl), C(C)(=O)OCC.CCCCCC (ethyl acetate hexane). Reaction conditions: time 1 hour. Yields the product NC=1C(=NC=CC1OC)Cl (3-Amino-2-chloro-4 methoxypyridine). Yield: 80.0%. RXN SMILES: [NH2:1][C:2]1[CH:3]=[N:4][CH:5]=[CH:6][C:7]=1[O:8][CH3:9].OO.C(OCC)(=O)C.CCCCCC.[ClH:24]>>[NH2:1][C:2]1[C:3]([Cl:24])=[N:4][CH:5]=[CH:6][C:7]=1[O:8][CH3:9] |f:2.3|. Reported procedure: To a magnetically stirred mixture of 3-Amino-4-methoxypyridine (4.45 g, 35.89 mmole) in 12N HCl (25 mL) cooled in an ice bath was added hydrogen peroxide (5.3 g, 46.65 mmol, 30% solution). The reaction was allowed to slowly warm to room temperature and stirred for 1 h. TLC (50% ethyl acetate/hexane) indicated complete consumption of starting material. The reaction mixture was slowly poured into saturated sodium bicarbonate solution (400 mL) to neutralize the reaction and extracted with ethyl ace... The reactants are C(C)(C)(C)OC(NC1=CC=C(C=C1)NC(=O)C=1N(C2=CC=C(C=C2C1)NC(CC1CCOCC1)=O)CC1=C(C=CC=C1)F)=O (tert-butyl-4-[({1-(2-fluorobenzyl)-5-[(tetrahydro-2H-pyran-4-ylacetyl)amino]-1H-indol-2-yl}carbonyl)amino]phenylcarbamate), Cl (hydrochloric acid). Reaction conditions: time 1 hour. The solvent is O1CCOCC1 (dioxane). Yields the product Cl.NC1=CC=C(C=C1)NC(=O)C=1N(C2=CC=C(C=C2C1)NC(CC1CCOCC1)=O)CC1=C(C=CC=C1)F (N-(4-Aminophenyl)-1-(2-fluorobenzyl)-5-[(tetrahydro-2H-pyran-4-yl acetyl)amino]-1H-indole-2-carboxamide hydrochloride). RXN SMILES: C(OC(=O)[NH:7][C:8]1[CH:13]=[CH:12][C:11]([NH:14][C:15]([C:17]2[N:18]([CH2:36][C:37]3[CH:42]=[CH:41][CH:40]=[CH:39][C:38]=3[F:43])[C:19]3[C:24]([CH:25]=2)=[CH:23][C:22]([NH:26][C:27](=[O:35])[CH2:28][CH:29]2[CH2:34][CH2:33][O:32][CH2:31][CH2:30]2)=[CH:21][CH:20]=3)=[O:16])=[CH:10][CH:9]=1)(C)(C)C.[ClH:45]>O1CCOCC1>[ClH:45].[NH2:7][C:8]1[CH:9]=[CH:10][C:11]([NH:14][C:15]([C:17]2[N:18]([CH2:36][C:37]3[CH:42]=[CH:41][CH:40]=[CH:39][C:38]=3[F:43])[C:19]3[C:24]([CH:25]=2)=[CH:23][C:22]([NH:26][C:27](=[O:35])[CH2:28][CH:29]2[CH2:34][CH2:33][O:32][CH2:31][CH2:30]2)=[CH:21][CH:20]=3)=[O:16])=[CH:12][CH:13]=1 |f:3.4|. Procedure details: 121 mg (0.20 mmol) of tert-butyl-4-[({1-(2-fluorobenzyl)-5-[(tetrahydro-2H-pyran-4-ylacetyl)amino]-1H-indol-2-yl}carbonyl)amino]phenylcarbamate from Example XXXIII, 1.40 ml of dioxane and 1.40 ml of conc. hydrochloric acid are combined and stirred at RT for one hour. The mixture is evaporated to dryness using a rotary evaporator. The reactants are COC(OC)C(CN)SCc1ccccc1, CN(c1cccc2cc(C(=O)O)[nH]c12)S(=O)(=O)c1cccs1, CCN=C=NCCCN(C)C, CN(C)C=O, Cl, O, On1nnc2ccccc21. The product is COC(OC)C(CNC(=O)c1cc2cccc(N(C)S(=O)(=O)c3cccs3)c2[nH]1)SCc1ccccc1. RXN SMILES: [CH2:45]([c:46]1[cH:47][cH:48][cH:49][cH:50][cH:51]1)[S:52][CH:53]([CH2:54][NH2:55])[CH:56]([O:57][CH3:58])[O:59][CH3:60].[CH3:1][N:2]([c:3]1[cH:4][cH:5][cH:6][c:7]2[cH:8][c:9]([C:12](=[O:13])[OH:14])[nH:10][c:11]12)[S:15](=[O:16])(=[O:17])[c:18]1[s:19][cH:20][cH:21][cH:22]1.[CH3:34][N:35]([CH3:36])[CH2:37][CH2:38][CH2:39][N:40]=[C:41]=[N:42][CH2:43][CH3:44].[CH3:61][N:62]([CH3:63])[CH:64]=[O:65].[ClH:33].[OH2:66].[n:23]1([OH:24])[c:25]2[cH:26][cH:27][cH:28][cH:29][c:30]2[n:31][n:32]1>>[CH3:1][N:2]([c:3]1[cH:4][cH:5][cH:6][c:7]2[cH:8][c:9]([C:12](=[O:13])[NH:55][CH2:54][CH:53]([S:52][CH2:45][c:46]3[cH:47][cH:48][cH:49][cH:50][cH:51]3)[CH:56]([O:57][CH3:58])[O:59][CH3:60])[nH:10][c:11]12)[S:15](=[O:16])(=[O:17])[c:18]1[s:19][cH:20][cH:21][cH:22]1. Starting materials: CCOC=C(C(=O)OCC)C(=O)OCC, NC1=CC(=O)CCC1, Cc1ccc(S(=O)(=O)O)cc1. The product is CCOC(=O)C(=CNC1=CC(=O)CCC1)C(=O)OCC. Reaction SMILES: [CH2:9]([CH3:10])[O:11][C:12]([C:13]([C:14](=[O:15])[O:16][CH2:17][CH3:18])=[CH:19][O:20][CH2:21][CH3:22])=[O:23].[NH2:1][C:2]1=[CH:3][C:4](=[O:8])[CH2:5][CH2:6][CH2:7]1.[c:24]1([CH3:25])[cH:26][cH:27][c:28]([S:29]([OH:30])(=[O:31])=[O:32])[cH:33][cH:34]1>>[NH:1]([C:2]1=[CH:3][C:4](=[O:8])[CH2:5][CH2:6][CH2:7]1)[CH:19]=[C:13]([C:12]([O:11][CH2:9][CH3:10])=[O:23])[C:14](=[O:15])[O:16][CH2:17][CH3:18]. The reactants are O=C=NS(=O)(=O)c1ccccc1C=CC(F)(F)F, COc1nc(C)nc(N)n1, C1COCCO1. The product is COc1nc(C)nc(NC(=O)NS(=O)(=O)c2ccccc2C=CC(F)(F)F)n1. Reaction SMILES: [F:1][C:2]([CH:3]=[CH:4][c:5]1[c:6]([S:11](=[O:12])(=[O:13])[N:14]=[C:15]=[O:16])[cH:7][cH:8][cH:9][cH:10]1)([F:17])[F:18].[NH2:19][c:20]1[n:21][c:22]([CH3:28])[n:23][c:24]([O:26][CH3:27])[n:25]1.[O:29]1[CH2:30][CH2:31][O:32][CH2:33][CH2:34]1>>[F:1][C:2]([CH:3]=[CH:4][c:5]1[c:6]([S:11](=[O:12])(=[O:13])[NH:14][C:15](=[O:16])[NH:19][c:20]2[n:21][c:22]([CH3:28])[n:23][c:24]([O:26][CH3:27])[n:25]2)[cH:7][cH:8][cH:9][cH:10]1)([F:17])[F:18]. Starting materials: N#Cc1ccc(F)cc1, [K+], O=[N+]([O-])[O-], O=S(=O)(O)O. The product is N#Cc1ccc(F)c([N+](=O)[O-])c1. Reaction SMILES: [F:6][c:7]1[cH:8][cH:9][c:10]([C:11]#[N:12])[cH:13][cH:14]1.[K+:15].[O-:16][N+:17]([O-:18])=[O:19].[S:1](=[O:2])(=[O:3])([OH:4])[OH:5]>>[F:6][c:7]1[c:8]([N+:17](=[O:16])[O-:18])[cH:9][c:10]([C:11]#[N:12])[cH:13][cH:14]1. Conditions: time 8 hour. Run in C1(=CC=CC=C1)C (toluene). Reactants: three, C1(CCCCCCCCCCCCCCCO1)=O (hexadecanolide), [OH-].[Na+] (sodium hydroxide). Procedure: A 5 liter three neck round bottom flask, equipped with a mechanical stirrer and reflux condenser, was charged with 300 g (1.16 moles) of 99% hexadecanolide, 1000 mls of 50% sodium hydroxide, 1500 mls of toluene and 5.6 g (0.01 6 moles) of 97% tetrabutylammonium hydrogen sulfate. The reaction mixture stirred at 85°-95° C. overnight, the reaction was cooled, and filtered under vacuum. The filtered solid was washed with diethyl ether before being added to water and acidified to pH=1.5 with concentr... As a reaction SMILES: [C:1]1(=[O:18])[O:17][CH2:16][CH2:15][CH2:14][CH2:13][CH2:12][CH2:11][CH2:10][CH2:9][CH2:8][CH2:7][CH2:6][CH2:5][CH2:4][CH2:3][CH2:2]1.[OH-:19].[Na+]>S([O-])(O)(=O)=O.C([N+](CCCC)(CCCC)CCCC)CCC.C1(C)C=CC=CC=1>[OH:19][CH2:16][CH2:15][CH2:14][CH2:13][CH2:12][CH2:11][CH2:10][CH2:9][CH2:8][CH2:7][CH2:6][CH2:5][CH2:4][CH2:3][CH2:2][C:1]([OH:17])=[O:18] |f:1.2,3.4|. Yield: 97.0%. The reagents and catalysts are S(=O)(=O)(O)[O-].C(CCC)[N+](CCCC)(CCCC)CCCC (tetrabutylammonium hydrogen sulfate). The product is OCCCCCCCCCCCCCCCC(=O)O (16-hydroxy hexadecanoic acid). Reactants: Brc1ccc2cnc(Nc3ccc(N4CCOCC4)cc3)nn12, [C-]#N, [C-]#N, CN(C)C=O, [Cu]I, [Zn+2], c1ccc(P(c2ccccc2)(c2ccccc2)[Pd](P(c2ccccc2)(c2ccccc2)c2ccccc2)(P(c2ccccc2)(c2ccccc2)c2ccccc2)P(c2ccccc2)(c2ccccc2)c2ccccc2)cc1. Product: c1cc2cnc(Nc3ccc(N4CCOCC4)cc3)nn2c1. As a reaction SMILES: [Br:1][c:2]1[cH:3][cH:4][c:5]2[cH:6][n:7][c:8]([NH:11][c:12]3[cH:13][cH:14][c:15]([N:18]4[CH2:19][CH2:20][O:21][CH2:22][CH2:23]4)[cH:16][cH:17]3)[n:9][n:10]12.[C-:29]#[N:30].[C-:32]#[N:33].[CH3:24][N:25]([CH3:26])[CH:27]=[O:28].[Cu:34][I:35].[Zn+2:31].[cH:36]1[cH:37][cH:38][c:39]([P:40]([Pd:41]([P:42]([c:43]2[cH:44][cH:45][cH:46][cH:47][cH:48]2)([c:49]2[cH:50][cH:51][cH:52][cH:53][cH:54]2)[c:55]2[cH:56][cH:57][cH:58][cH:59][cH:60]2)([P:61]([c:62]2[cH:63][cH:64][cH:65][cH:66][cH:67]2)([c:68]2[cH:69][cH:70][cH:71][cH:72][cH:73]2)[c:74]2[cH:75][cH:76][cH:77][cH:78][cH:79]2)[P:80]([c:81]2[cH:82][cH:83][cH:84][cH:85][cH:86]2)([c:87]2[cH:88][cH:89][cH:90][cH:91][cH:92]2)[c:93]2[cH:94][cH:95][cH:96][cH:97][cH:98]2)([c:99]2[cH:100][cH:101][cH:102][cH:103][cH:104]2)[c:105]2[cH:106][cH:107][cH:108][cH:109][cH:110]2)[cH:111][cH:112]1>>[cH:2]1[cH:3][cH:4][c:5]2[cH:6][n:7][c:8]([NH:11][c:12]3[cH:13][cH:14][c:15]([N:18]4[CH2:19][CH2:20][O:21][CH2:22][CH2:23]4)[cH:16][cH:17]3)[n:9][n:10]12.